This data is from the Open Reaction Database (ORD), a public repository of structured organic reaction records. The task is: describe an organic reaction: reactants, conditions, products, and yield The reactants are CN(C(CC(C#N)(C1=NC=CC=C1)C1=CC=CC=C1)C)C (4-dimethylamino-2-phenyl-2-(2-pyridyl)-valeronitrile), S(O)(O)(=O)=O (sulfuric acid), C(Cl)Cl (methylene chloride), [OH-].[Na+] (sodium hydroxide). The solvent is O (water), O (water), O (water). Conditions: time 10 minute. Product: Cl.CN([C@@H](C[C@](C(=O)N)(C1=NC=CC=C1)C1=CC=CC=C1)C)C ((±)-(2R*,4R*)-4-dimethylamino-2-phenyl-2-(2-pyridyl)valeramide hydrochloride). Reaction SMILES: [CH3:1][N:2]([CH3:21])[CH:3]([CH3:20])[CH2:4][C:5]([C:14]1[CH:19]=[CH:18][CH:17]=[CH:16][CH:15]=1)([C:8]1[CH:13]=[CH:12][CH:11]=[CH:10][N:9]=1)[C:6]#[N:7].S(=O)(=O)(O)[OH:23].C(Cl)[Cl:28].[OH-].[Na+]>O>[ClH:28].[CH3:21][N:2]([CH3:1])[C@H:3]([CH3:20])[CH2:4][C@@:5]([C:14]1[CH:15]=[CH:16][CH:17]=[CH:18][CH:19]=1)([C:8]1[CH:13]=[CH:12][CH:11]=[CH:10][N:9]=1)[C:6]([NH2:7])=[O:23] |f:3.4,6.7|. Reported procedure: A mixture of 4-dimethylamino-2-phenyl-2-(2-pyridyl)-valeronitrile (50.0 g), water (2.74 g) and sulfuric acid (50 ml) was reacted at 100-105° C. for 2 hours. The reaction mixture was then cooled, diluted with cold water (100 ml) and poured into a mixture of methylene chloride (400 ml) and water(500 ml). The aqueous layer was adjusted to pH 12.5 with 24% aqueous sodium hydroxide solution. The organic layer was taken, washed with saturated aqueous sodium chloride solution and dried over anhydrous m... The reactants are [Cr](=O)(=O)([O-])Cl.[NH+]1=CC=CC=C1 (pyridinium chlorochromate), C(C1=CC=CC=C1)C1=C(C=CC=C1C(CCCCC)O)OC1=C(C(=CC=C1)C(CCCCC)O)CC1=CC=CC=C1 (benzyl-3-[1-hydroxyhexyl]phenyl ether). Solvent: C(Cl)Cl (methylene chloride), C(Cl)Cl (methylene chloride). Conditions: time 2 hour. Product: C(C1=CC=CC=C1)C1=C(C=CC=C1C(CCCCC)=O)OC1=C(C(=CC=C1)C(CCCCC)=O)CC1=CC=CC=C1 (Benzyl-3-(hexanoyl)phenyl ether). Isolated yield 98.0%. Reaction SMILES: [Cr](Cl)([O-])(=O)=O.[NH+]1C=CC=CC=1.[CH2:12]([C:19]1[C:24]([CH:25]([OH:31])[CH2:26][CH2:27][CH2:28][CH2:29][CH3:30])=[CH:23][CH:22]=[CH:21][C:20]=1[O:32][C:33]1[CH:38]=[CH:37][CH:36]=[C:35]([CH:39]([OH:45])[CH2:40][CH2:41][CH2:42][CH2:43][CH3:44])[C:34]=1[CH2:46][C:47]1[CH:52]=[CH:51][CH:50]=[CH:49][CH:48]=1)[C:13]1[CH:18]=[CH:17][CH:16]=[CH:15][CH:14]=1>C(Cl)Cl>[CH2:12]([C:19]1[C:24]([C:25](=[O:31])[CH2:26][CH2:27][CH2:28][CH2:29][CH3:30])=[CH:23][CH:22]=[CH:21][C:20]=1[O:32][C:33]1[CH:38]=[CH:37][CH:36]=[C:35]([C:39](=[O:45])[CH2:40][CH2:41][CH2:42][CH2:43][CH3:44])[C:34]=1[CH2:46][C:47]1[CH:48]=[CH:49][CH:50]=[CH:51][CH:52]=1)[C:13]1[CH:18]=[CH:17][CH:16]=[CH:15][CH:14]=1 |f:0.1|. Procedure details: To a suspension of pyridinium chlorochromate (32.3 g) in methylene chloride (200 ml) was added a solution of benzyl-3-[1-hydroxyhexyl]phenyl ether (28.4 g.) in methylene chloride (25 ml). The reaction was stirred at room temperature for 11/2 hours. The excess methylene chloride was decanted and residual black solid was triturated with ethyl ether (four times.) The combined organic extract was purified on flurosil using ethyl ether as an eluent (27.5 g., 98% yield).